Dataset: the Open Reaction Database (ORD), a public repository of structured organic reaction records. Task: describe an organic reaction: reactants, conditions, products, and yield Reactants: C(N)(=N)C1=CC2=C(NC(=N2)C=2C=C(C=C(C2O)C2=C(C=CC(=C2)S(N)(=O)=O)O)CC(=O)N[C@H](C(=O)OCC2=CC=CC=C2)CC(=O)OCC2=CC=CC=C2)C=C1 (dibenzyl (S)-2-{2-[5-(5-carbamimidoyl-1H-benzimidazol-2-yl)-6,2′-dihydroxy-5′-sulfamoylbiphenyl-3-yl]acetylamino}succinate), [H][H] (hydrogen). The reagents and catalysts are [OH-].[OH-].[Pd+2] (Pearlman's catalyst), [OH-].[OH-].[Pd+2] (palladium hydroxide on carbon), [Pd] (Pd). Run in O (water), C(C)(=O)O (acetic acid), O (water). Reaction conditions: time 10 hour. Yields the product C(N)(=N)C1=CC2=C(NC(=N2)C=2C=C(C=C(C2O)C2=C(C=CC(=C2)S(N)(=O)=O)O)CC(=O)N[C@H](C(=O)O)CC(=O)O)C=C1 ((S)-2-{2-[5-(5-carbamimidoyl-1H-benzimidazol-2-yl)-6,2′-dihydroxy-5′-sulfamoylbiphenyl-3-yl]acetylamino}succinic acid). Isolated yield 52.1%. As a reaction SMILES: [C:1]([C:4]1[CH:56]=[CH:55][C:7]2[NH:8][C:9]([C:11]3[CH:12]=[C:13]([CH2:29][C:30]([NH:32][C@@H:33]([CH2:44][C:45]([O:47]CC4C=CC=CC=4)=[O:46])[C:34]([O:36]CC4C=CC=CC=4)=[O:35])=[O:31])[CH:14]=[C:15]([C:18]4[CH:23]=[C:22]([S:24](=[O:27])(=[O:26])[NH2:25])[CH:21]=[CH:20][C:19]=4[OH:28])[C:16]=3[OH:17])=[N:10][C:6]=2[CH:5]=1)(=[NH:3])[NH2:2].[H][H]>C(O)(=O)C.O.[OH-].[OH-].[Pd+2].[Pd]>[C:1]([C:4]1[CH:56]=[CH:55][C:7]2[NH:8][C:9]([C:11]3[CH:12]=[C:13]([CH2:29][C:30]([NH:32][C@@H:33]([CH2:44][C:45]([OH:47])=[O:46])[C:34]([OH:36])=[O:35])=[O:31])[CH:14]=[C:15]([C:18]4[CH:23]=[C:22]([S:24](=[O:27])(=[O:26])[NH2:25])[CH:21]=[CH:20][C:19]=4[OH:28])[C:16]=3[OH:17])=[N:10][C:6]=2[CH:5]=1)(=[NH:2])[NH2:3] |f:4.5.6|. Reported procedure: Crude dibenzyl (S)-2-{2-[5-(5-carbamimidoyl-1H-benzimidazol-2-yl)-6,2′-dihydroxy-5′-sulfamoylbiphenyl-3-yl]acetylamino}succinate (18 g) was dissolved in a 1:1 mixture of acetic acid and water (800 mL), assisted by sonication. To this solution was added palladium hydroxide on carbon (Pearlman's catalyst, 20 wt % Pd on a dry weight basis, containing 50% water by weight; 7.0 g). The reaction mixture was pressurized to 30 psi with hydrogen and the suspension was shaken on a Parr apparatus for 10 h. ... Starting materials: CC1=CC=C(C(=O)C2=C(C(=O)O)C=C(C(=C2)C(=O)O)C(C2=CC=C(C=C2)C)=O)C=C1 (2,5-bis(4-methylbenzoyl)terephthalic acid), [H][H] (hydrogen). The reagents and catalysts are [Pd] (palladium on activated carbon). Run in C(C)(=O)O (acetic acid). The product is CC1=CC=C(CC2=C(C(=O)O)C=C(C(=C2)C(=O)O)CC2=CC=C(C=C2)C)C=C1 (2,5-bis(4-methylbenzyl)terephthalic acid). As a reaction SMILES: [CH3:1][C:2]1[CH:30]=[CH:29][C:5]([C:6]([C:8]2[CH:16]=[C:15]([C:17]([OH:19])=[O:18])[C:14]([C:20](=O)[C:21]3[CH:26]=[CH:25][C:24]([CH3:27])=[CH:23][CH:22]=3)=[CH:13][C:9]=2[C:10]([OH:12])=[O:11])=O)=[CH:4][CH:3]=1.[H][H]>[Pd].C(O)(=O)C>[CH3:1][C:2]1[CH:3]=[CH:4][C:5]([CH2:6][C:8]2[CH:16]=[C:15]([C:17]([OH:19])=[O:18])[C:14]([CH2:20][C:21]3[CH:22]=[CH:23][C:24]([CH3:27])=[CH:25][CH:26]=3)=[CH:13][C:9]=2[C:10]([OH:12])=[O:11])=[CH:29][CH:30]=1. Procedure details: A mixture of 30.0 grams of 2,5-bis(4-methylbenzoyl)terephthalic acid, 500 mL of acetic acid, and 3 grams of 5% palladium on activated carbon (as a catalyst) was heated to 64° C. for 17 hours in an atmosphere of hydrogen at 270 kPa. The mixture was filtered to remove the catalyst and the product. The catalyst and the product were slurried in 500 mL of tetrahhydrofuran and filtered through Celite™ diatomaceous earth filter agent. The resulting filtrate was concentrated in vacuo. The resulting wet ...